From a dataset of the Open Reaction Database (ORD), a public repository of structured organic reaction records. describe an organic reaction: reactants, conditions, products, and yield Reactants: Cn1nc(Cl)cc1C(=O)O, O=S(Cl)Cl, c1ccccc1. Yields the product Cn1nc(Cl)cc1C(=O)Cl. RXN SMILES: [Cl:1][c:2]1[n:3][n:4]([CH3:10])[c:5]([C:7](=[O:8])[OH:9])[cH:6]1.[S:11]([Cl:12])([Cl:13])=[O:14].[cH:15]1[cH:16][cH:17][cH:18][cH:19][cH:20]1>>[Cl:1][c:2]1[n:3][n:4]([CH3:10])[c:5]([C:7](=[O:8])[Cl:13])[cH:6]1. Starting materials: COC(=O)COc1ccc(C)c2c1c1c(C(N)=O)cccc1n2Cc1ccccc1, CO, [Na+], C1CCOC1, [OH-]. Yields the product Cc1ccc(OCC(=O)O)c2c3c(C(N)=O)cccc3n(Cc3ccccc3)c12. As a reaction SMILES: [CH3:1][O:2][C:3]([CH2:4][O:5][c:6]1[cH:7][cH:8][c:9]([CH3:29])[c:10]2[n:11]([CH2:22][c:23]3[cH:24][cH:25][cH:26][cH:27][cH:28]3)[c:12]3[cH:13][cH:14][cH:15][c:16]([C:19]([NH2:20])=[O:21])[c:17]3[c:18]12)=[O:30].[CH3:38][OH:39].[Na+:32].[O:33]1[CH2:34][CH2:35][CH2:36][CH2:37]1.[OH-:31]>>[O:2]=[C:3]([CH2:4][O:5][c:6]1[cH:7][cH:8][c:9]([CH3:29])[c:10]2[n:11]([CH2:22][c:23]3[cH:24][cH:25][cH:26][cH:27][cH:28]3)[c:12]3[cH:13][cH:14][cH:15][c:16]([C:19]([NH2:20])=[O:21])[c:17]3[c:18]12)[OH:30]. The reagents and catalysts are Cl[Pd]([P](C1=CC=CC=C1)(C2=CC=CC=C2)C3=CC=CC=C3)([P](C4=CC=CC=C4)(C5=CC=CC=C5)C6=CC=CC=C6)Cl (PdCl2(PPh3)2). Product: N=1N=C(N2C1C=CC=C2)C2=NC1=C(C=C(C=C1C=C2)F)F (2-([1,2,4]triazolo[4,3-a]pyridin-3-yl)-6,8-difluoroquinoline). The solvent is O1CCOCC1 (dioxane). The reactants are ClC1=NC2=C(C=C(C=C2C=C1)F)F (2-Chloro-6,8-difluoroquinoline), N=1N=CN2C1C=CC=C2 ([1,2,4]triazolo[4,3-a]pyridine), C(=O)([O-])[O-].[Cs+].[Cs+] (Cs2CO3). Yield: 59.5%. Reaction SMILES: Cl[C:2]1[CH:11]=[CH:10][C:9]2[C:4](=[C:5]([F:13])[CH:6]=[C:7]([F:12])[CH:8]=2)[N:3]=1.[N:14]1[N:15]=[CH:16][N:17]2[CH:22]=[CH:21][CH:20]=[CH:19][C:18]=12.C([O-])([O-])=O.[Cs+].[Cs+]>O1CCOCC1.Cl[Pd](Cl)([P](C1C=CC=CC=1)(C1C=CC=CC=1)C1C=CC=CC=1)[P](C1C=CC=CC=1)(C1C=CC=CC=1)C1C=CC=CC=1>[N:14]1[N:15]=[C:16]([C:2]2[CH:11]=[CH:10][C:9]3[C:4](=[C:5]([F:13])[CH:6]=[C:7]([F:12])[CH:8]=3)[N:3]=2)[N:17]2[CH:22]=[CH:21][CH:20]=[CH:19][C:18]=12 |f:2.3.4,^1:37,56|. Procedure: 2-Chloro-6,8-difluoroquinoline (0.025 g, 0.125 mmol) was combined with [1,2,4]triazolo[4,3-a]pyridine (0.016 g, 0.14 mmol), micronized Cs2CO3 (0.082 g, 0.25 mmol), and PdCl2(PPh3)2 (0.0088 g, 0.013 mmol), and the solids were slurried in dioxane (1.25 mL). The reaction was degassed with argon (bubbled through the solution) then heated to reflux for 20 hours. The crude reaction mixture was chromatographed without workup on SiO2 eluting with a gradient of 6% NH4OH in MeOH/ethyl acetate to provide t...